Dataset: the Open Reaction Database (ORD), a public repository of structured organic reaction records. Task: describe an organic reaction: reactants, conditions, products, and yield The reactants are COC(\C=C\CC1CCCCC1)=O ((E)-methyl-4-cyclohexyl-2-butenoate), CC(C)C[AlH]CC(C)C (DIBAL-H). Solvent: C(C)OCC (diethyl ether). Reaction conditions: temperature -78 celsius, time 14 hour. Product: C1(CCCCC1)C/C=C/CO ((E)-4-cyclohexyl-2-buten-1-ol). RXN SMILES: C[O:2][C:3](=O)/[CH:4]=[CH:5]/[CH2:6][CH:7]1[CH2:12][CH2:11][CH2:10][CH2:9][CH2:8]1.CC(C[AlH]CC(C)C)C>C(OCC)C>[CH:7]1([CH2:6]/[CH:5]=[CH:4]/[CH2:3][OH:2])[CH2:12][CH2:11][CH2:10][CH2:9][CH2:8]1. Procedure details: To a solution of 12.00 g (65.93 mmol) of <(E)-methyl-4-cyclohexyl-2-butenoate dissolved in 400 mL of diethyl ether cooled to -78° C. was added 215 mL (215 mmol) of DIBAL-H (1.0M in THF). After 0.5 hr the reaction was warmed to 0° C. for 0.5 hr and quenched with 300 mL of aqueous saturated solution of NaK tartrate, this stirred for 14 hr. The aqueous layer was extracted with ether (2×100 mL) and the combined organic layers were washed with water (1×100 mL), brine (1×100 mL), dried over MgSO4 and ... Starting materials: C(C1=CC=CC=C1)OC(=O)[C@@H]1N([C@@H](C1)C(=O)OCC1=CC=CC=C1)CC1=CC=CC=C1 (cis-N-benzylazetidine-2,4-dicarboxylic acid dibenzyl ester). The reagents and catalysts are [Pd] (Pd/C). Solvent: CO (methanol), O (water). Product: N1[C@H](C[C@H]1C(=O)O)C(=O)O (cis azetidine-2,4-dicarboxylic acid). RXN SMILES: C([O:8][C:9]([C@H:11]1[CH2:14][C@@H:13]([C:15]([O:17]CC2C=CC=CC=2)=[O:16])[N:12]1CC1C=CC=CC=1)=[O:10])C1C=CC=CC=1>CO.O.[Pd]>[NH:12]1[C@H:13]([C:15]([OH:17])=[O:16])[CH2:14][C@@H:11]1[C:9]([OH:10])=[O:8]. Procedure details: 208 mg (0.5 mmol) of stereochemically pure transor cis-N-benzylazetidine-2,4-dicarboxylic acid dibenzyl ester and 20 mg of 10% Pd/C in 15 ml of methanol are hydrogenated as above. The reaction mixture is diluted with 50 ml of warm water, filtered, and evaporated to dryness to afford as off-white solids the trans- or cis azetidine-2,4-dicarboxylic acid in virtually quantitative yield. Reactants: CC1(C)OC(=C2C(=O)Nc3cc(F)c(F)cc32)C=C1Br, O=C([O-])[O-], C1COCCO1, COC(=O)c1ccc(B(O)O)cc1, [Na+], [Na+], O, Cl[Pd]Cl, c1ccc(P(c2ccccc2)c2ccccc2)cc1, c1ccc(P(c2ccccc2)c2ccccc2)cc1. Product: COC(=O)c1ccc(C2=CC(=C3C(=O)Nc4cc(F)c(F)cc43)OC2(C)C)cc1. As a reaction SMILES: [Br:7][C:8]1=[CH:9][C:10](=[C:15]2[C:16](=[O:26])[NH:17][c:18]3[cH:19][c:20]([F:25])[c:21]([F:24])[cH:22][c:23]32)[O:11][C:12]1([CH3:13])[CH3:14].[C:40](=[O:41])([O-:42])[O-:43].[CH2:1]1[O:2][CH2:3][CH2:4][O:5][CH2:6]1.[CH3:27][O:28][C:29](=[O:30])[c:31]1[cH:32][cH:33][c:34]([B:37]([OH:38])[OH:39])[cH:35][cH:36]1.[Na+:44].[Na+:45].[OH2:87].[Pd:46]([Cl:47])[Cl:48].[c:49]1([P:50]([c:51]2[cH:52][cH:53][cH:54][cH:55][cH:56]2)[c:57]2[cH:58][cH:59][cH:60][cH:61][cH:62]2)[cH:63][cH:64][cH:65][cH:66][cH:67]1.[c:68]1([P:69]([c:70]2[cH:71][cH:72][cH:73][cH:74][cH:75]2)[c:76]2[cH:77][cH:78][cH:79][cH:80][cH:81]2)[cH:82][cH:83][cH:84][cH:85][cH:86]1>>[C:8]1([c:34]2[cH:33][cH:32][c:31]([C:29]([O:28][CH3:27])=[O:30])[cH:36][cH:35]2)=[CH:9][C:10](=[C:15]2[C:16](=[O:26])[NH:17][c:18]3[cH:19][c:20]([F:25])[c:21]([F:24])[cH:22][c:23]32)[O:11][C:12]1([CH3:13])[CH3:14]. Reactants: BrC1(C(C=2C=NNC2C(C1)(C)C)=O)Br (5,5-dibromo-7,7-dimethyl-6,7-dihydro-1H-indazol-4(5H)-one), N1=C(N=CC=C1)NC(=S)N (1-(pyrimidin-2-yl)thiourea). Solvent: C(C)O (ethanol). Conditions: time 40 minute. The product is CC1(CC2=C(C=3C=NNC13)N=C(S2)NC2=NC=CC=N2)C (5,5-dimethyl-N-(pyrimidin-2-yl)-5,6-dihydro-4H-thiazolo[4,5-e]indazol-2-amine). Isolated yield 1477832.5%. As a reaction SMILES: Br[C:2]1(Br)[CH2:10][C:9]([CH3:12])([CH3:11])[C:8]2[NH:7][N:6]=[CH:5][C:4]=2[C:3]1=O.[N:15]1[CH:20]=[CH:19][CH:18]=[N:17][C:16]=1[NH:21][C:22]([NH2:24])=[S:23]>C(O)C>[CH3:11][C:9]1([CH3:12])[C:8]2[NH:7][N:6]=[CH:5][C:4]=2[C:3]2[N:24]=[C:22]([NH:21][C:16]3[N:17]=[CH:18][CH:19]=[CH:20][N:15]=3)[S:23][C:2]=2[CH2:10]1. Reported procedure: According to Scheme 2 Step 4: A solution of 5,5-dibromo-7,7-dimethyl-6,7-dihydro-1H-indazol-4(5H)-one (6.09 mmol, 1.96 g) and of 1-(pyrimidin-2-yl)thiourea (6.09 mmol, 939 mg) in ethanol (18 mL) was microwaved at 150° C. for 90 minutes and then at 140° C. for 40 minutes. After filtration, the reaction mixture was concentrated to dryness. The crude residue was partitioned between DCM and a saturated solution of Na2CO3. The aqueous phase was extracted with DCM. The organic phase was dried over Na2... Procedure details: A solution of 0.5 g (0.0021 mol) of (6Z,10Z)-12-hydroxy-2,6,10-trimethyl-1,6,10-dodecatrien-3-one dissolved in 5 ml of methylene chloride and 1.3 ml of pyridine is treated with 1 ml of acetic anhydride. The solution is stirred at room temperature for 18 hours under argon. After removing the solvent the residue is taken up three times in toluene and freed from solvent each time on a rotary evaporator. The residue is chromatographed on silica gel with ether-hexane 1:5. There is obtained (2Z,6Z)-3,... The reactants are N1=CC=CC=C1 (pyridine), C(C)(=O)OC(C)=O (acetic anhydride), OC\C=C(/CC\C=C(/CCC(C(=C)C)=O)\C)\C ((6Z,10Z)-12-hydroxy-2,6,10-trimethyl-1,6,10-dodecatrien-3-one). RXN SMILES: [OH:1][CH2:2]/[CH:3]=[C:4](/[CH3:17])\[CH2:5][CH2:6]/[CH:7]=[C:8](/[CH3:16])\[CH2:9][CH2:10][C:11](=[O:15])[C:12]([CH3:14])=[CH2:13].N1C=CC=CC=1.[C:24](OC(=O)C)(=[O:26])[CH3:25]>C(Cl)Cl>[C:24]([O:1][CH2:2]/[CH:3]=[C:4](/[CH3:17])\[CH2:5][CH2:6]/[CH:7]=[C:8](/[CH3:16])\[CH2:9][CH2:10][C:11](=[O:15])[C:12]([CH3:14])=[CH2:13])(=[O:26])[CH3:25]. Solvent: C(Cl)Cl (methylene chloride). Run at time 18 hour. The product is C(C)(=O)OC\C=C(/CC\C=C(/CCC(C(=C)C)=O)\C)\C ((2Z,6Z)-3,7,11-trimethyl-10-oxo-2,6,11-dodecatrienyl acetate). Starting materials: CCOCCCOc1ccc(OB([O-])[O-])cc1, CN1CCC(C(=O)Nc2ccc(CN(C)C3CCOCC3)cc2)=Cc2cc(Br)ccc21, O=C([O-])[O-], CCO, CCOC(C)=O, [K+], [K+], O, Cc1ccccc1. Yields the product CCOCCCOc1ccc(-c2ccc3c(c2)C=C(C(=O)Nc2ccc(CN(C)C4CCOCC4)cc2)CCN3C)cc1. Reaction SMILES: [B:1]([O-:2])([O-:16])[O:17][c:3]1[cH:4][cH:5][c:6]([O:9][CH2:10][CH2:11][CH2:12][O:13][CH2:14][CH3:15])[cH:7][cH:8]1.[Br:18][c:19]1[cH:20][cH:21][c:22]2[c:23]([cH:48]1)[CH:24]=[C:25]([C:30](=[O:31])[NH:32][c:33]1[cH:34][cH:35][c:36]([CH2:39][N:40]([CH:41]3[CH2:42][CH2:43][O:44][CH2:45][CH2:46]3)[CH3:47])[cH:37][cH:38]1)[CH2:26][CH2:27][N:28]2[CH3:29].[C:49](=[O:50])([O-:51])[O-:52].[CH2:62]([OH:63])[CH3:64].[CH3:66][CH2:67][O:68][C:69](=[O:70])[CH3:71].[K+:53].[K+:54].[OH2:65].[c:55]1([CH3:56])[cH:57][cH:58][cH:59][cH:60][cH:61]1>>[c:3]1(-[c:19]2[cH:20][cH:21][c:22]3[c:23]([cH:48]2)[CH:24]=[C:25]([C:30](=[O:31])[NH:32][c:33]2[cH:34][cH:35][c:36]([CH2:39][N:40]([CH:41]4[CH2:42][CH2:43][O:44][CH2:45][CH2:46]4)[CH3:47])[cH:37][cH:38]2)[CH2:26][CH2:27][N:28]3[CH3:29])[cH:4][cH:5][c:6]([O:9][CH2:10][CH2:11][CH2:12][O:13][CH2:14][CH3:15])[cH:7][cH:8]1. Starting materials: C1CCOC1, COC(=O)CCC(C(N)=O)N1Cc2c(O)cccc2C1=O, CC(C)OC(=O)N=NC(=O)OC(C)C, OCc1ccccc1CN1CCOCC1, c1ccc(P(c2ccccc2)c2ccccc2)cc1. The product is COC(=O)CCC(C(N)=O)N1Cc2c(OCc3ccccc3CN3CCOCC3)cccc2C1=O. As a reaction SMILES: [CH2:70]1[O:71][CH2:72][CH2:73][CH2:74]1.[CH3:1][O:2][C:3]([CH2:4][CH2:5][CH:6]([N:7]1[C:8](=[O:17])[c:9]2[cH:10][cH:11][cH:12][c:13]([OH:16])[c:14]2[CH2:15]1)[C:18]([NH2:19])=[O:20])=[O:21].[O:41]=[C:42]([O:43][CH:44]([CH3:45])[CH3:46])[N:47]=[N:48][C:49]([O:50][CH:51]([CH3:52])[CH3:53])=[O:54].[O:55]1[CH2:56][CH2:57][N:58]([CH2:61][c:62]2[c:63]([CH2:68][OH:69])[cH:64][cH:65][cH:66][cH:67]2)[CH2:59][CH2:60]1.[c:22]1([P:23]([c:24]2[cH:25][cH:26][cH:27][cH:28][cH:29]2)[c:30]2[cH:31][cH:32][cH:33][cH:34][cH:35]2)[cH:36][cH:37][cH:38][cH:39][cH:40]1>>[CH3:1][O:2][C:3]([CH2:4][CH2:5][CH:6]([N:7]1[C:8](=[O:17])[c:9]2[cH:10][cH:11][cH:12][c:13]([O:16][CH2:68][c:63]3[c:62]([CH2:61][N:58]4[CH2:57][CH2:56][O:55][CH2:60][CH2:59]4)[cH:67][cH:66][cH:65][cH:64]3)[c:14]2[CH2:15]1)[C:18]([NH2:19])=[O:20])=[O:21].